From a dataset of the Open Reaction Database (ORD), a public repository of structured organic reaction records. describe an organic reaction: reactants, conditions, products, and yield Reactants: CN(C)c1ccncc1, C(=NC1CCCCC1)=NC1CCCCC1, CC1(C)COC(CSCC(=O)O)(c2ccc(Cl)cc2)OC1, ClCCl, O=C1NC(c2ccccc2)CO1. Yields the product CC1(C)COC(CSCC(=O)N2C(=O)OCC2c2ccccc2)(c2ccc(Cl)cc2)OC1. Reaction SMILES: [CH3:52][N:53]([CH3:54])[c:55]1[cH:56][cH:57][n:58][cH:59][cH:60]1.[CH:22]1([N:23]=[C:24]=[N:25][CH:26]2[CH2:27][CH2:28][CH2:29][CH2:30][CH2:31]2)[CH2:32][CH2:33][CH2:34][CH2:35][CH2:36]1.[Cl:1][c:2]1[cH:3][cH:4][c:5]([C:8]2([CH2:16][S:17][CH2:18][C:19](=[O:20])[OH:21])[O:9][CH2:10][C:11]([CH3:14])([CH3:15])[CH2:12][O:13]2)[cH:6][cH:7]1.[Cl:49][CH2:50][Cl:51].[c:37]1([CH:43]2[NH:44][C:45](=[O:48])[O:46][CH2:47]2)[cH:38][cH:39][cH:40][cH:41][cH:42]1>>[Cl:1][c:2]1[cH:3][cH:4][c:5]([C:8]2([CH2:16][S:17][CH2:18][C:19](=[O:21])[N:44]3[CH:43]([c:37]4[cH:38][cH:39][cH:40][cH:41][cH:42]4)[CH2:47][O:46][C:45]3=[O:48])[O:9][CH2:10][C:11]([CH3:14])([CH3:15])[CH2:12][O:13]2)[cH:6][cH:7]1. The product is CONCCC(CN1CCSc2c(C#N)cc3ccccc3c2C1=O)c1ccc(Cl)c(Cl)c1. Reaction SMILES: [CH3:33][O:34][NH2:35].[Cl:1][c:2]1[cH:3][c:4]([CH:9]([CH2:10][N:11]2[CH2:12][CH2:13][S:14][c:15]3[c:16]([c:19]4[cH:20][cH:21][cH:22][cH:23][c:24]4[cH:25][c:26]3[C:27]#[N:28])[C:17]2=[O:18])[CH2:29][CH:30]=[O:31])[cH:5][cH:6][c:7]1[Cl:8].[ClH:32]>>[Cl:1][c:2]1[cH:3][c:4]([CH:9]([CH2:10][N:11]2[CH2:12][CH2:13][S:14][c:15]3[c:16]([c:19]4[cH:20][cH:21][cH:22][cH:23][c:24]4[cH:25][c:26]3[C:27]#[N:28])[C:17]2=[O:18])[CH2:29][CH2:30][NH:35][O:34][CH3:33])[cH:5][cH:6][c:7]1[Cl:8]. Reactants: CON, N#Cc1cc2ccccc2c2c1SCCN(CC(CC=O)c1ccc(Cl)c(Cl)c1)C2=O, Cl. Reaction SMILES: CO.[S:3]1[C:8]2=[C:9]3[C:13](=[CH:14][CH:15]=[C:7]2[O:6][CH2:5][CH2:4]1)[NH:12][C:11]([C:16]([O:18]CC)=[O:17])=[CH:10]3.[Li+].[OH-]>C1COCC1>[S:3]1[C:8]2=[C:9]3[C:13](=[CH:14][CH:15]=[C:7]2[O:6][CH2:5][CH2:4]1)[NH:12][C:11]([C:16]([OH:18])=[O:17])=[CH:10]3 |f:2.3|. Reactants: CO (methanol), S1CCOC=2C1=C1C=C(NC1=CC2)C(=O)OCC (ethyl 2,3-dihydro-7H-[1,4]oxathiino[3,2-e]indole-8-carboxylate), [Li+].[OH-] (LiOH). Yield: 79.9%. Procedure: A methanol solution of ethyl 2,3-dihydro-7H-[1,4]oxathiino[3,2-e]indole-8-carboxylate (0.067 g, 0.25 mmol) was treated with 1 N LiOH (4 mL). The reaction mixture turned cloudy and THF was added until the cloudiness disappeared. The reaction was heated to 70° C. until TLC showed consumption of the starting material. The reaction mixture was partitioned between EtOAc and water and the basic layer was separated. The basic layer was acidified with conc. HCl and extracted with EtOAc, the layers were ... The product is S1CCOC=2C1=C1C=C(NC1=CC2)C(=O)O (2,3-Dihydro-7H-[1,4]oxathiino[3,2-e]indole-8-carboxylic acid). Solvent: C1CCOC1 (THF). Run at temperature 70 celsius. The reactants are C(C)(C)(C)OC(N(C)CC(COC1=CC(=CC=C1)C1=NC(=CC(=N1)Cl)N(C1CCOCC1)C)O[Si](C)(C)C(C)(C)C)=O ([2-(tert-Butyl-dimethyl-silanyloxy)-3-(3-{4-chloro-6-[methyl-(tetrahydro-pyran-4-yl)-amino]-pyrimidin-2-yl}-phenoxy)-propyl]-methyl-carbamic acid tert-butyl ester), C(=O)([O-])[O-].[Na+].[Na+] (Na2CO3), N1=CC=C(C=C1)B(O)O (pyridin-4-ylboronic acid). The reagents and catalysts are C=1C=CC(=CC1)[P](C=2C=CC=CC2)(C=3C=CC=CC3)[Pd]([P](C=4C=CC=CC4)(C=5C=CC=CC5)C=6C=CC=CC6)([P](C=7C=CC=CC7)(C=8C=CC=CC8)C=9C=CC=CC9)[P](C=1C=CC=CC1)(C=1C=CC=CC1)C=1C=CC=CC1 (Pd(PPh3)4). The solvent is O1CCOCC1 (dioxane), O (H2O). Reaction conditions: temperature 100 celsius, time 2 hour. Product: C(C)(C)(C)OC(N(C)CC(COC1=CC(=CC=C1)C1=NC(=CC(=N1)N(C1CCOCC1)C)C1=CC=NC=C1)O[Si](C)(C)C(C)(C)C)=O ([2-(tert-Butyl-dimethyl-silanyloxy)-3-(3-{4-[methyl-(tetrahydro-pyran-4-yl)-amino]-6-pyridin-4-yl-pyrimidin-2-yl}-phenoxy)-propyl]-methyl-carbamic acid tert-butyl ester). Isolated yield 74.2%. As a reaction SMILES: [C:1]([O:5][C:6](=[O:42])[N:7]([CH2:9][CH:10]([O:34][Si:35]([C:38]([CH3:41])([CH3:40])[CH3:39])([CH3:37])[CH3:36])[CH2:11][O:12][C:13]1[CH:18]=[CH:17][CH:16]=[C:15]([C:19]2[N:24]=[C:23](Cl)[CH:22]=[C:21]([N:26]([CH3:33])[CH:27]3[CH2:32][CH2:31][O:30][CH2:29][CH2:28]3)[N:20]=2)[CH:14]=1)[CH3:8])([CH3:4])([CH3:3])[CH3:2].C([O-])([O-])=O.[Na+].[Na+].[N:49]1[CH:54]=[CH:53][C:52](B(O)O)=[CH:51][CH:50]=1>O1CCOCC1.O.C1C=CC([P]([Pd]([P](C2C=CC=CC=2)(C2C=CC=CC=2)C2C=CC=CC=2)([P](C2C=CC=CC=2)(C2C=CC=CC=2)C2C=CC=CC=2)[P](C2C=CC=CC=2)(C2C=CC=CC=2)C2C=CC=CC=2)(C2C=CC=CC=2)C2C=CC=CC=2)=CC=1>[C:1]([O:5][C:6](=[O:42])[N:7]([CH2:9][CH:10]([O:34][Si:35]([C:38]([CH3:41])([CH3:40])[CH3:39])([CH3:37])[CH3:36])[CH2:11][O:12][C:13]1[CH:18]=[CH:17][CH:16]=[C:15]([C:19]2[N:20]=[C:21]([N:26]([CH3:33])[CH:27]3[CH2:32][CH2:31][O:30][CH2:29][CH2:28]3)[CH:22]=[C:23]([C:52]3[CH:53]=[CH:54][N:49]=[CH:50][CH:51]=3)[N:24]=2)[CH:14]=1)[CH3:8])([CH3:4])([CH3:3])[CH3:2] |f:1.2.3,^1:68,70,89,108|. Procedure: To a solution of [2-(tert-Butyl-dimethyl-silanyloxy)-3-(3-{4-chloro-6-[methyl-(tetrahydro-pyran-4-yl)-amino]-pyrimidin-2-yl}-phenoxy)-propyl]-methyl-carbamic acid tert-butyl ester (160 mg, 0.26 mmol) in degassed dioxane and H2O (4/1, 25 mL) was added Na2CO3 (83 mg, 0.78 mmol); Pd(PPh3)4 (30 mg, 0.026 mmol) and pyridin-4-ylboronic acid (64 mg, 0.52 mmol). The system was purged with N2 stream and the mixture was stirred 100° C. for 2 h., cooled down to room temperature, diluted with water (25 mL) ... Reactants: C(C)(=O)OC(C)=O (acetic anhydride), COC1=CC(=[N+](C=C1C)[O-])C (4-methoxy-2,5-dimethylpyridine 1-oxide). Solvent: C(Cl)(Cl)Cl (chloroform). The product is C(C)(=O)OCC1=NC=C(C(=C1)OC)C ((4-methoxy-5-methyl-2-pyridyl)methyl acetate). RXN SMILES: [C:1]([O:4][C:5](=[O:7])[CH3:6])(=O)[CH3:2].[CH3:8][O:9][C:10]1[C:15]([CH3:16])=[CH:14][N+:13]([O-])=C(C)[CH:11]=1>C(Cl)(Cl)Cl>[C:5]([O:4][CH2:1][C:2]1[CH:11]=[C:10]([O:9][CH3:8])[C:15]([CH3:16])=[CH:14][N:13]=1)(=[O:7])[CH3:6]. Procedure details: 55 ml of acetic anhydride were added dropwise at room temperature to a solution of 19.9 g of 4-methoxy-2,5-dimethylpyridine 1-oxide in 75 ml of chloroform. After boiling under reflux for 2 hours the solution was evaporated, the residue was dissolved in 100 ml of toluene and again evaporated. The residue was taken up in 100 ml of ethyl acetate and the solution was extracted three times with 50 ml of saturated sodium bicarbonate solution. The organic phase was dried over sodium sulfate and evapora... Reactants: C(C)OC=1C=C(C=CC1)C1=CC(NC2=CC=C(C=C12)C(C=1C=NC=CC1)(C=1C=NC=CC1)O)=O (4-(3-ethoxy-phenyl)-6-(hydroxy-di-pyridin-3-yl-methyl)-1H-quinolin-2-one), ClC=1C=C(C=CC1)C1=CC(NC2=CC=C(C=C12)C(C=1N(C=NC1)C)(O)C1=CC=NC(=C1)Cl)=O (4-(3-chloro-phenyl)-6-[(6-chloro-pyridin-4-yl)-hydroxy-(3-methyl-3H-imidazol-4-yl)-methyl]-1H-quinolin-2-one). Product: C(C)OC=1C=C(C=CC1)C1=CC(N(C2=CC=C(C=C12)C(C=1C=NC=CC1)(C=1C=NC=CC1)O)C)=O (4-(3-Ethoxy-phenyl)-6-(hydroxy-di-pyridin-3-yl-methyl)-1-methyl-1H-quinolin-2-one). Yield: 13.0%. As a reaction SMILES: [CH2:1]([O:3][C:4]1[CH:5]=[C:6]([C:10]2[C:19]3[C:14](=[CH:15][CH:16]=[C:17]([C:20]([OH:33])([C:27]4[CH:28]=[N:29][CH:30]=[CH:31][CH:32]=4)[C:21]4[CH:22]=[N:23][CH:24]=[CH:25][CH:26]=4)[CH:18]=3)[NH:13][C:12](=[O:34])[CH:11]=2)[CH:7]=[CH:8][CH:9]=1)[CH3:2].Cl[C:36]1C=C(C2C3C(=CC=C(C(C4C=C(Cl)N=CC=4)(O)C4N(C)C=NC=4)C=3)NC(=O)C=2)C=CC=1>>[CH2:1]([O:3][C:4]1[CH:5]=[C:6]([C:10]2[C:19]3[C:14](=[CH:15][CH:16]=[C:17]([C:20]([OH:33])([C:21]4[CH:22]=[N:23][CH:24]=[CH:25][CH:26]=4)[C:27]4[CH:28]=[N:29][CH:30]=[CH:31][CH:32]=4)[CH:18]=3)[N:13]([CH3:36])[C:12](=[O:34])[CH:11]=2)[CH:7]=[CH:8][CH:9]=1)[CH3:2]. Procedure: The same procedure was used as that in example 2, except that 4-(3-ethoxy-phenyl)-6-(hydroxy-di-pyridin-3-yl-methyl)-1H-quinolin-2-one (91 mg, 0.202 mmol) was used in the place 4-(3-chloro-phenyl)-6-[(6-chloro-pyridin-4-yl)-hydroxy-(3-methyl-3H-imidazol-4-yl)-methyl]-1H-quinolin-2-one to give the title compound of example 37C as a white solid (12 mg, 13% yield). The reactants are ClCC(=O)NC1=NNC2=CC(=CC=C12)Cl (2-chloro-N-(6-chloro-1H-indazol-3-yl)acetamide), N1CCNCC1 (piperazine). Solvent: C(C)#N (acetonitrile). Yields the product ClC1=CC=C2C(=NNC2=C1)NC(CN1CCNCC1)=O (N-(6-chloro-1H-indazol-3-yl)-1-piperazineacetamide). Yield: 63.1%. RXN SMILES: Cl[CH2:2][C:3]([NH:5][C:6]1[C:14]2[C:9](=[CH:10][C:11]([Cl:15])=[CH:12][CH:13]=2)[NH:8][N:7]=1)=[O:4].[NH:16]1[CH2:21][CH2:20][NH:19][CH2:18][CH2:17]1>C(#N)C>[Cl:15][C:11]1[CH:10]=[C:9]2[C:14]([C:6]([NH:5][C:3](=[O:4])[CH2:2][N:16]3[CH2:21][CH2:20][NH:19][CH2:18][CH2:17]3)=[N:7][NH:8]2)=[CH:13][CH:12]=1. Procedure details: The process is performed as in Example 75, starting with 500 mg of 2-chloro-N-(6-chloro-1H-indazol-3-yl)acetamide, 15 cm3 of acetonitrile and 528 mg of piperazine. The reaction medium is refluxed for 1 hour and then concentrated to dryness under reduced pressure (2 kPa; 50° C.); the crude product is purified by chromatography under an argon pressure of 50 kPa, on a column of silica gel (particle size 40-60 μm; diameter 2.5 cm), eluting with a methylene chloride/methanol/aqueous ammonia mixture (... Reactants: [H-].[Na+] (sodium hydride), ice water, BrC1=CC=C(CO)C=C1 (4-bromobenzyl alcohol), BrC1=CC=C(CBr)C=C1 (4-bromobenzyl bromide). Run in CN(C=O)C (dimethylformamide). Product: BrC1=CC=C(COCC2=CC=C(C=C2)Br)C=C1 (4-bromobenzyl ether). Yield: 89.9%. RXN SMILES: [H-].[Na+].[Br:3][C:4]1[CH:11]=[CH:10][C:7]([CH2:8][OH:9])=[CH:6][CH:5]=1.[Br:12][C:13]1[CH:20]=[CH:19][C:16]([CH2:17]Br)=[CH:15][CH:14]=1>CN(C)C=O>[Br:3][C:4]1[CH:11]=[CH:10][C:7]([CH2:8][O:9][CH2:17][C:16]2[CH:19]=[CH:20][C:13]([Br:12])=[CH:14][CH:15]=2)=[CH:6][CH:5]=1 |f:0.1|. Procedure: To a solution of 27.4 g (685 mmol) of sodium hydride contained at 60% in mineral oil in dry dimethylformamide (425 ml) was added 42.4 g (227 mmol) of 4-bromobenzyl alcohol in an atmosphere of argon, and the mixture was allowed to react at 40-50° C. for 30 min. Then, 62.4 g (250 mmol) of 4-bromobenzyl bromide was added, and the mixture was reacted at room temperature for 15 hours. The reaction mixture was added to ice water, and the mixture was extracted with ethyl acetate. The organic layer was ... The reactants are CCOC(=O)Cc1cccc(N)c1, O=C(O)c1cnc(-c2ccccc2)[nH]1. The product is CCOC(=O)Cc1cccc(NC(=O)c2cnc(-c3ccccc3)[nH]2)c1. As a reaction SMILES: [CH2:15]([CH3:16])[O:17][C:18]([CH2:19][c:20]1[cH:21][c:22]([NH2:26])[cH:23][cH:24][cH:25]1)=[O:27].[c:1]1(-[c:7]2[nH:8][c:9]([C:12](=[O:13])[OH:14])[cH:10][n:11]2)[cH:2][cH:3][cH:4][cH:5][cH:6]1>>[c:1]1(-[c:7]2[nH:8][c:9]([C:12](=[O:14])[NH:26][c:22]3[cH:21][c:20]([CH2:19][C:18]([O:17][CH2:15][CH3:16])=[O:27])[cH:25][cH:24][cH:23]3)[cH:10][n:11]2)[cH:2][cH:3][cH:4][cH:5][cH:6]1.